This data is from the Open Reaction Database (ORD), a public repository of structured organic reaction records. The task is: describe an organic reaction: reactants, conditions, products, and yield The reactants are C1(=CC=CC=C1)S(=O)(=O)N (benzenesulfonamide), C([O-])([O-])=O.[Cs+].[Cs+] (cesium carbonate), O1CCOCC1 (1,4-dioxane), BrC=1C=2N(N=C(C1)Cl)C=CN2 (8-Bromo-6-chloroimidazo[1,2-b]pyridazine). Reagents/catalysts: C=1C=CC(=CC1)/C=C/C(=O)/C=C/C2=CC=CC=C2.C=1C=CC(=CC1)/C=C/C(=O)/C=C/C2=CC=CC=C2.C=1C=CC(=CC1)/C=C/C(=O)/C=C/C2=CC=CC=C2.[Pd].[Pd] (tris(dibenzylideneacetone)dipalladium), C1(=CC=CC=C1)P(C1=CC=CC=2C(C3=CC=CC(=C3OC12)P(C1=CC=CC=C1)C1=CC=CC=C1)(C)C)C1=CC=CC=C1 (4,5-bis(diphenylphosphino)-9,9-dimethylxanthene). Solvent: ClCCl (dichloromethane). Conditions: temperature 100 celsius. Yields the product ClC=1C=C(C=2N(N1)C=CN2)NS(=O)(=O)C2=CC=CC=C2 (N-(6-chloroimidazo[1,2-b]pyridazin-8-yl)benzenesulfonamide). Yield: 87.5%. RXN SMILES: [C:1]1([S:7]([NH2:10])(=[O:9])=[O:8])[CH:6]=[CH:5][CH:4]=[CH:3][CH:2]=1.C(=O)([O-])[O-].[Cs+].[Cs+].Br[C:18]1[C:19]2[N:20]([CH:25]=[CH:26][N:27]=2)[N:21]=[C:22]([Cl:24])[CH:23]=1.O1CCOCC1>ClCCl.C1C=CC(/C=C/C(/C=C/C2C=CC=CC=2)=O)=CC=1.C1C=CC(/C=C/C(/C=C/C2C=CC=CC=2)=O)=CC=1.C1C=CC(/C=C/C(/C=C/C2C=CC=CC=2)=O)=CC=1.[Pd].[Pd].C1(P(C2C=CC=CC=2)C2C3OC4C(=CC=CC=4P(C4C=CC=CC=4)C4C=CC=CC=4)C(C)(C)C=3C=CC=2)C=CC=CC=1>[Cl:24][C:22]1[CH:23]=[C:18]([NH:10][S:7]([C:1]2[CH:6]=[CH:5][CH:4]=[CH:3][CH:2]=2)(=[O:9])=[O:8])[C:19]2[N:20]([CH:25]=[CH:26][N:27]=2)[N:21]=1 |f:1.2.3,7.8.9.10.11|. Procedure details: To a 16×100 mm tube was added benzenesulfonamide (58 mg, 0.37 mmol), tris(dibenzylideneacetone)dipalladium (0) (2 mg, 0.0022 mmol), 4,5-bis(diphenylphosphino)-9,9-dimethylxanthene (4 mg 0.0077 mmol) and cesium carbonate (240 mg, 1.25 mmol). The tube was evacuated and back filled with nitrogen. 8-Bromo-6-chloroimidazo[1,2-b]pyridazine (120 mg, 0.447 mmol) from Example I(1), step 1b and 1,4-dioxane (1.0 ml) was then added. The mixture was allowed to heat at 100° C. for 16 hours. The solution was t... Starting materials: C(C)(=O)C=1C(=CC(=C(C(=O)OC)C1)OC)OC (methyl 5-acetyl-2,4-dimethoxybenzoate), C(C)[SiH](CC)CC (triethylsilane). Run in FC(C(=O)O)(F)F (trifluoroacetic acid). Run at time 20 minute. Product: COC1=C(C(=O)OC)C=C(C(=C1)OC)CC (methyl 2,4-dimethoxy-5-ethylbenzoate). RXN SMILES: [C:1]([C:4]1[C:5]([O:16][CH3:17])=[CH:6][C:7]([O:14][CH3:15])=[C:8]([CH:13]=1)[C:9]([O:11][CH3:12])=[O:10])(=O)[CH3:2].C([SiH](CC)CC)C>FC(F)(F)C(O)=O>[CH3:15][O:14][C:7]1[CH:6]=[C:5]([O:16][CH3:17])[C:4]([CH2:1][CH3:2])=[CH:13][C:8]=1[C:9]([O:11][CH3:12])=[O:10]. Procedure details: A 0.50 g portion of methyl 5-acetyl-2,4-dimethoxybenzoate was dissolved in 10 ml of trifluoroacetic acid, 0.83 ml of triethylsilane was added, followed by 20 minutes stirring. After evaporation of the solvent, the resulting residue was purified by silica gel column chromatography (hexane:ethyl acetate=3:1) to give 0.50 g of methyl 2,4-dimethoxy-5-ethylbenzoate. Product: CC12S[C@H]3N(C1(C(=O)O)C2)C(C3NC(CC3=CC=CC=C3)=O)=O (2-methyl-2,3-methylene-6-(2-phenylacetamido)penam-3-carboxylic acid). As a reaction SMILES: [CH3:1][C:2]12[CH2:15][C:6]1([C:7]([O:9]CC(Cl)(Cl)Cl)=[O:8])[N:5]1[C:16](=[O:28])[CH:17]([NH:18][C:19](=[O:27])[CH2:20][C:21]3[CH:26]=[CH:25][CH:24]=[CH:23][CH:22]=3)[C@H:4]1[S:3]2>CN(C)C=O.C(O)(=O)C.[Zn]>[CH3:1][C:2]12[CH2:15][C:6]1([C:7]([OH:9])=[O:8])[N:5]1[C:16](=[O:28])[CH:17]([NH:18][C:19](=[O:27])[CH2:20][C:21]3[CH:22]=[CH:23][CH:24]=[CH:25][CH:26]=3)[C@H:4]1[S:3]2. Reactants: CC12S[C@H]3N(C1(C(=O)OCC(Cl)(Cl)Cl)C2)C(C3NC(CC3=CC=CC=C3)=O)=O (2,2,2-trichloroethyl 2-methyl-2,3-methylene-6-(2-phenylacetamido)penam-3-carboxylate). Procedure: To a solution of 2,2,2-trichloroethyl 2-methyl-2,3-methylene-6-(2-phenylacetamido)penam-3-carboxylate (517 mg.) in a mixture of dimethylformamide (3 ml.) and acetic acid (1 ml.) was added zinc powder (0.7 g.) under ice-cooling. After stirring for 1 hour at the same temperature, zinc powder was filtered off and washed twice with dimethylformamide (2 ml.). The filtrate was combined with the washings and the combined solution was poured into a mixed cooled solution of ethyl acetate and water, extra... Run in CN(C=O)C (dimethylformamide), C(C)(=O)O (acetic acid). Reagents/catalysts: [Zn] (zinc), [Zn] (zinc). The yield is 83.7%. The reactants are COC(=O)c1ccc2nc(-c3ccccc3OC)[nH]c(=O)c2c1, C1CCNCC1, COc1ccccc1C=O, [Na+], C1COCCO1, [OH-], O, Cc1ccccc1C. The product is COc1ccccc1-c1nc2ccc(C(=O)O)cc2c(=O)[nH]1. RXN SMILES: [C:17](=[O:18])([O:19][CH3:20])[c:21]1[cH:22][c:23]2[c:24](=[O:39])[nH:25][c:26](-[c:31]3[c:32]([O:37][CH3:38])[cH:33][cH:34][cH:35][cH:36]3)[n:27][c:28]2[cH:29][cH:30]1.[CH2:11]1[CH2:12][CH2:13][NH:14][CH2:15][CH2:16]1.[CH3:1][O:2][c:3]1[cH:4][cH:5][cH:6][cH:7][c:8]1[CH:9]=[O:10].[Na+:41].[O:50]1[CH2:51][CH2:52][O:53][CH2:54][CH2:55]1.[OH-:40].[OH2:56].[c:42]1([CH3:43])[c:44]([CH3:45])[cH:46][cH:47][cH:48][cH:49]1>>[C:17](=[O:18])([OH:19])[c:21]1[cH:22][c:23]2[c:24](=[O:39])[nH:25][c:26](-[c:31]3[c:32]([O:37][CH3:38])[cH:33][cH:34][cH:35][cH:36]3)[n:27][c:28]2[cH:29][cH:30]1. The reactants are C1=CC=C(C=C1)C2=CC=CC=C2.C1=CC=C(C=C1)OC2=CC=CC=C2 (Dowtherm), ClC1=CC=C(C=N1)NC=C(C(=O)OC)C(=O)C1CC1 (methyl 3-(6-chloropyridin-3-ylamino)-2-(cyclopropanecarbonyl)acrylate). Run at time 37.5 minute. Yields the product ClC=1N=C2C(=C(C=NC2=CC1)C(=O)C1CC1)O ((6-chloro-4-hydroxy-1,5-naphthyridin-3-yl)(cyclopropyl)methanone). RXN SMILES: C1C=CC(C2C=CC=CC=2)=CC=1.C1C=CC(OC2C=CC=CC=2)=CC=1.[Cl:26][C:27]1[N:32]=[CH:31][C:30]([NH:33][CH:34]=[C:35]([C:40]([CH:42]2[CH2:44][CH2:43]2)=[O:41])[C:36]([O:38]C)=O)=[CH:29][CH:28]=1>>[Cl:26][C:27]1[N:32]=[C:31]2[C:30](=[CH:29][CH:28]=1)[N:33]=[CH:34][C:35]([C:40]([CH:42]1[CH2:44][CH2:43]1)=[O:41])=[C:36]2[OH:38] |f:0.1|. Procedure details: To a flask containing Dowtherm™ A (500 mL) at 250° C. was added methyl 3-(6-chloropyridin-3-ylamino)-2-(cyclopropanecarbonyl)acrylate (4.2 g, 15 mmol) portion wise over 3 to 5 min and the reaction mixture was stirred for an additional 30 to 45 min. The reaction mixture was removed from the heat source, cooled to room temperature and diluted with hexanes to facilitate precipitation. The solids were filtered, washed with hexanes and dried under vacuum to afford the intermediate (6-chloro-4-hydroxy... Reactants: [N+](=O)([O-])C1=C(C=CC=C1)CCO (2-(o-nitrophenyl)ethanol). The reagents and catalysts are [Ni] (Raney nickel). Run in O1CCOCC1 (dioxane). Run at time 1 hour. Yields the product N1C=CC2=CC=CC=C12 (indole). Isolated yield 1.1%. As a reaction SMILES: [N+:1]([C:4]1[CH:9]=[CH:8][CH:7]=[CH:6][C:5]=1[CH2:10][CH2:11]O)([O-])=O>[Ni].O1CCOCC1>[NH:1]1[C:4]2[C:5](=[CH:6][CH:7]=[CH:8][CH:9]=2)[CH:10]=[CH:11]1. Procedure: A 120-ml autoclave was charged with 4.53 g (27.1 mmol) of 2-(o-nitrophenyl)ethanol, 15 ml of dioxane and 0.45 g (as metal) of "NDT-90" (Raney nickel catalyst of Kawaken Fine Chemicals Co., Ltd.). After purging the atmosphere in the autoclave with hydrogen, the pressure in the autoclave was increased to 30 kg/cm2 and reaction was conducted at 200° C. for 1 hour with agitation. The results were as follows: 100% conversion of 2-(o-nitrophenyl)ethanol, with an indole yield of 1.1%. The reactants are C1(CC1)C1=CC(=NC=2N1N=CC2C#C)C2=CC(=C(C=C2)Cl)Cl (7-cyclopropyl-5-(3,4-dichloro-phenyl)-3-ethynyl-pyrazolo[1,5-a]pyrimidine), BrC=1C(=CC(=C(C1)S(=O)(=O)N)F)F (5-bromo-2,4-difluoro-benzenesulfonamide). Yields the product C1(CC1)C1=CC(=NC=2N1N=CC2C#CC=2C(=CC(=C(C2)S(=O)(=O)N)F)F)C2=CC(=C(C=C2)Cl)Cl (5-[7-Cyclopropyl-5-(3,4-dichloro-phenyl)-pyrazolo[1,5-a]pyrimidin-3-ylethynyl]-2,4-difluoro-benzenesulfonamide), solid. Yield: 30.0%. RXN SMILES: [CH:1]1([C:4]2[N:9]3[N:10]=[CH:11][C:12]([C:13]#[CH:14])=[C:8]3[N:7]=[C:6]([C:15]3[CH:20]=[CH:19][C:18]([Cl:21])=[C:17]([Cl:22])[CH:16]=3)[CH:5]=2)[CH2:3][CH2:2]1.Br[C:24]1[C:25]([F:35])=[CH:26][C:27]([F:34])=[C:28]([S:30]([NH2:33])(=[O:32])=[O:31])[CH:29]=1>>[CH:1]1([C:4]2[N:9]3[N:10]=[CH:11][C:12]([C:13]#[C:14][C:24]4[C:25]([F:35])=[CH:26][C:27]([F:34])=[C:28]([S:30]([NH2:33])(=[O:31])=[O:32])[CH:29]=4)=[C:8]3[N:7]=[C:6]([C:15]3[CH:20]=[CH:19][C:18]([Cl:21])=[C:17]([Cl:22])[CH:16]=3)[CH:5]=2)[CH2:3][CH2:2]1. Reported procedure: The title compound was prepared from 7-cyclopropyl-5-(3,4-dichloro-phenyl)-3-ethynyl-pyrazolo[1,5-a]pyrimidine (example C.8) (82 mg, 0.25 mmol) and commercially available 5-bromo-2,4-difluoro-benzenesulfonamide (68 mg, 0.25 mmol) according to general procedure II. Obtained as a yellow solid (39 mg, 30%). MS (ISP) 519.0 [(M+H)+]; mp 280-281° C.